This data is from the Open Reaction Database (ORD), a public repository of structured organic reaction records. The task is: describe an organic reaction: reactants, conditions, products, and yield Starting materials: C1(CCCCC1)N=C=NC1CCCCC1 (dicyclohexylcarbodiimide), C(C)OC(=O)C1=CC=C(C(=O)O)C=C1 (p-ethoxycarbonylbenzoic acid), C(#N)C1NC1 (2-cyanoaziridine). Run in C(C)OCC (diethyl ether), C(C)OCC (diethyl ether). Run at time 1 hour. Yields the product C(C)OC(=O)C1=CC=C(C(=O)N2C(C2)C#N)C=C1 (1-(4-Ethoxycarbonylbenzoyl)-2-cyanoaziridine). As a reaction SMILES: C1(N=C=NC2CCCCC2)CCCCC1.[CH2:16]([O:18][C:19]([C:21]1[CH:29]=[CH:28][C:24]([C:25]([OH:27])=O)=[CH:23][CH:22]=1)=[O:20])[CH3:17].[C:30]([CH:32]1[CH2:34][NH:33]1)#[N:31]>C(OCC)C>[CH2:16]([O:18][C:19]([C:21]1[CH:22]=[CH:23][C:24]([C:25]([N:33]2[CH2:34][CH:32]2[C:30]#[N:31])=[O:27])=[CH:28][CH:29]=1)=[O:20])[CH3:17]. Reported procedure: The same compound is obtained when a solution of 1.1 g. dicyclohexylcarbodiimide in 5 ml. diethyl ether is added at 0° C. to a mixture of 0.97 g. p-ethoxycarbonylbenzoic acid and 0.34 g. 2-cyanoaziridine in 15 ml. diethyl ether, stirred for 2 hours at this temperature and then for 1 hour at ambient temperature, the precipitated dicyclohexylurea is filtered off with suction (1.13 g.), the filtrate evaporated and the evaporation residue is triturated with about 3 ml. diethyl ether. The yield is 0....